This data is from the Open Reaction Database (ORD), a public repository of structured organic reaction records. The task is: describe an organic reaction: reactants, conditions, products, and yield Reactants: C(C)(C)(C)OC(=O)N1[C@H](CCC1)COC1=CC=C(C=C1)NC1=CC=CC=C1 ((R)-2-(4-Phenylamino-phenoxymethyl)-pyrrolidine-1-carboxylic acid tert-butyl ester), Cl (HCl). Run in O1CCOCC1 (dioxane). Run at time 2 hour. Product: C1(=CC=CC=C1)NC1=CC=C(C=C1)OC[C@@H]1NCCC1 (Phenyl-[4-((R)-1-pyrrolidin-2-ylmethoxy)-phenyl]-amine). The yield is 92.1%. As a reaction SMILES: C(OC([N:8]1[CH2:12][CH2:11][CH2:10][C@@H:9]1[CH2:13][O:14][C:15]1[CH:20]=[CH:19][C:18]([NH:21][C:22]2[CH:27]=[CH:26][CH:25]=[CH:24][CH:23]=2)=[CH:17][CH:16]=1)=O)(C)(C)C.Cl>O1CCOCC1>[C:22]1([NH:21][C:18]2[CH:19]=[CH:20][C:15]([O:14][CH2:13][C@H:9]3[CH2:10][CH2:11][CH2:12][NH:8]3)=[CH:16][CH:17]=2)[CH:23]=[CH:24][CH:25]=[CH:26][CH:27]=1. Procedure details: To the product from step 1 (155 mg, 0.421 mmol) was added 4M HCl in dioxane (6 mL) and the resulting mixture was stirred at rt for 2 h. The solvent was removed in vacuo to obtain the title product as a solid (104 mg, 72%); MS; m/z 268 (M+H): LCMS (UV) 99%; 1H NMR (400 MHz, CD3OD) δ 1.86-1.96 (m, 1H), 2.06-2.18 (m, 2H), 2.23-2.31 (m, 1H), 3.32-3.39 (m, 2H), 3.99-4.12 (m, 2H), 4.30-4.33 (m, 1H), 6.92-7.01 (m, 3H), 7.07 (d, 2H, J=7.6 Hz), 7.16 (d, 2H, J=8.4 Hz); 7.26 (t, 2H, J=15.2 Hz) The reactants are NC1CN(CCC1)C1=CC=C(C=N1)NC1=C(C=NC2=CC=C(C=C12)C1=CC(=C(C(=C1)F)O)Cl)C(=O)C1CC1 ((4-(6-(3-aminopiperidin-1-yl)pyridin-3-ylamino)-6-(3-chloro-5-fluoro-4-hydroxyphenyl)quinolin-3-yl)(cyclopropyl)methanone), Cl (HCl). Solvent: C(C)OCC (diethyl ether), CO (methanol). Product: Cl.NC1CN(CCC1)C1=CC=C(C=N1)NC1=C(C=NC2=CC=C(C=C12)C1=CC(=C(C(=C1)F)O)Cl)C(=O)C1CC1 ((4-(6-(3-aminopiperidin-1-yl)pyridin-3-ylamino)-6-(3-chloro-5-fluoro-4-hydroxyphenyl)quinolin-3-yl)(cyclopropyl)methanone hydrochloride). Isolated yield 175.9%. Reaction SMILES: [NH2:1][CH:2]1[CH2:7][CH2:6][CH2:5][N:4]([C:8]2[N:13]=[CH:12][C:11]([NH:14][C:15]3[C:24]4[C:19](=[CH:20][CH:21]=[C:22]([C:25]5[CH:30]=[C:29]([F:31])[C:28]([OH:32])=[C:27]([Cl:33])[CH:26]=5)[CH:23]=4)[N:18]=[CH:17][C:16]=3[C:34]([CH:36]3[CH2:38][CH2:37]3)=[O:35])=[CH:10][CH:9]=2)[CH2:3]1.Cl>CO.C(OCC)C>[ClH:33].[NH2:1][CH:2]1[CH2:7][CH2:6][CH2:5][N:4]([C:8]2[N:13]=[CH:12][C:11]([NH:14][C:15]3[C:24]4[C:19](=[CH:20][CH:21]=[C:22]([C:25]5[CH:30]=[C:29]([F:31])[C:28]([OH:32])=[C:27]([Cl:33])[CH:26]=5)[CH:23]=4)[N:18]=[CH:17][C:16]=3[C:34]([CH:36]3[CH2:38][CH2:37]3)=[O:35])=[CH:10][CH:9]=2)[CH2:3]1 |f:4.5|. Procedure: (4-(6-(3-aminopiperidin-1-yl)pyridin-3-ylamino)-6-(3-chloro-5-fluoro-4-hydroxyphenyl)quinolin-3-yl)(cyclopropyl)methanone (12 mg, 0.02 mmol) was suspended in methanol (1 mL) at 0° C. followed by dropwise addition of HCl in diethyl ether (2 M) until complete dissolution of the solid was observed. The solvent was removed under reduced pressure to afford the desired product (10 mg, 80%) as an orange-red solid: 1H NMR (500 MHz, MeOD) δ 9.39 (s, 1H), 8.27-8.19 (m, 2H), 8.13 (br s, 1H), 8.02 (d, J=8.8... The product is CC(=O)Nc1ccc(NC(=O)N2CCN(c3nc(-c4ccccc4)cs3)CC2)cn1. RXN SMILES: [C:1]([CH3:2])(=[O:3])[NH:4][c:5]1[cH:6][cH:7][c:8]([NH:11][C:12]([O:13][CH2:14][C:15]([Cl:16])([Cl:17])[Cl:18])=[O:19])[cH:9][n:10]1.[CH3:47][S:48]([CH3:49])=[O:50].[CH:37]([N:38]([CH:39]([CH3:40])[CH3:41])[CH2:42][CH3:43])([CH3:44])[CH3:45].[OH2:46].[c:20]1(-[c:26]2[n:27][c:28]([N:31]3[CH2:32][CH2:33][NH:34][CH2:35][CH2:36]3)[s:29][cH:30]2)[cH:21][cH:22][cH:23][cH:24][cH:25]1>>[C:1]([CH3:2])(=[O:3])[NH:4][c:5]1[cH:6][cH:7][c:8]([NH:11][C:12](=[O:19])[N:34]2[CH2:33][CH2:32][N:31]([c:28]3[n:27][c:26](-[c:20]4[cH:21][cH:22][cH:23][cH:24][cH:25]4)[cH:30][s:29]3)[CH2:36][CH2:35]2)[cH:9][n:10]1. Reactants: CC(=O)Nc1ccc(NC(=O)OCC(Cl)(Cl)Cl)cn1, CS(C)=O, CCN(C(C)C)C(C)C, O, c1ccc(-c2csc(N3CCNCC3)n2)cc1. Starting materials: FCOC=1C=C(C=CC1)C=1N=C2N(C=NC(=C2)N)C1 (2-(3-Fluoromethoxy-phenyl)-imidazo[1,2-c]pyrimidin-7-ylamine), n-propylphosphonic acid anhydride, N1(CCC1)C(=O)C=1C=NN(C1C(=O)O)C (4-(Azetidine-1-carbonyl)-1-methyl-1H-pyrazole-5-carboxylic acid), CCN(C(C)C)C(C)C (DIPEA), C(=O)(O)[O-].[Na+] (NaHCO3). Run in CCOC(=O)C (EtOAc). Run at temperature 0 celsius, time 30 minute. Yields the product N1(CCC1)C(=O)C=1C=NN(C1C(=O)NC1=NC=2N(C=C1)C=C(N2)C2=CC(=CC=C2)OCF)C (4-(Azetidine-1-carbonyl)-N-(2-(3-(fluoromethoxy)phenyl)imidazo[1,2-a]pyrimidin-7-yl)-1-methyl-1H-pyrazole-5-carboxamide). Reaction SMILES: [F:1][CH2:2][O:3][C:4]1[CH:5]=[C:6]([C:10]2[N:11]=[C:12]3[CH:17]=[C:16]([NH2:18])[N:15]=[CH:14][N:13]3[CH:19]=2)[CH:7]=[CH:8][CH:9]=1.[N:20]1([C:24]([C:26]2[CH:27]=[N:28][N:29]([CH3:34])[C:30]=2[C:31](O)=[O:32])=[O:25])[CH2:23][CH2:22][CH2:21]1.CCN(C(C)C)C(C)C.C([O-])(O)=O.[Na+]>CCOC(C)=O>[N:20]1([C:24]([C:26]2[CH:27]=[N:28][N:29]([CH3:34])[C:30]=2[C:31]([NH:18][C:16]2[CH:17]=[CH:12][N:13]3[CH:19]=[C:10]([C:6]4[CH:7]=[CH:8][CH:9]=[C:4]([O:3][CH2:2][F:1])[CH:5]=4)[N:11]=[C:14]3[N:15]=2)=[O:32])=[O:25])[CH2:21][CH2:22][CH2:23]1 |f:3.4|. Procedure: 2-(3-Fluoromethoxy-phenyl)-imidazo[1,2-c]pyrimidin-7-ylamine (100 mg, 0.387 μmol) was combined with EtOAc (2.0 ml) to give a light yellow suspension. 4-(Azetidine-1-carbonyl)-1-methyl-1H-pyrazole-5-carboxylic acid (97 mg, 465 μmol) and DIPEA (300 mg, 406 μl, 2.32 mmol) were added. The reaction mixture was cooled down to 0° C. and n-propylphosphonic acid anhydride, cyclic trimer (616 mg, 582 μl, 968 μmol) was added drop by drop. After stirring at 0° C. for 30 min the reaction mixture was allowed ...